From a dataset of the Open Reaction Database (ORD), a public repository of structured organic reaction records. describe an organic reaction: reactants, conditions, products, and yield As a reaction SMILES: [CH2:31]([Cl:32])[Cl:33].[CH3:42][OH:43].[CH:44]([Cl:45])([Cl:46])[Cl:47].[F:1][C:2]([C:3](=[O:4])[N:5]1[CH2:6][c:7]2[cH:8][c:9]([O:27][CH3:28])[c:10]([OH:26])[cH:11][c:12]2[CH:13]([CH2:15][c:16]2[cH:17][c:18]([O:24][CH3:25])[c:19]([O:22][CH3:23])[cH:20][cH:21]2)[CH2:14]1)([F:29])[F:30].[OH2:41].[OH:34][C:35]([C:36]([F:37])([F:38])[F:39])=[O:40]>>[F:1][C:2]([C:3](=[O:4])[N:5]1[CH2:6][c:7]2[cH:8][c:9]([O:27][CH3:28])[c:10]([OH:26])[c:11]3[c:12]2[CH:13]([CH2:14]1)[CH2:15][c:16]1[cH:17][c:18]([O:24][CH3:25])[c:19]([O:22][CH3:23])[cH:20][c:21]1-3)([F:29])[F:30]. The reactants are ClCCl, CO, ClC(Cl)Cl, COc1cc2c(cc1O)C(Cc1ccc(OC)c(OC)c1)CN(C(=O)C(F)(F)F)C2, O, O=C(O)C(F)(F)F. Yields the product COc1cc2c(cc1OC)-c1c(O)c(OC)cc3c1C(C2)CN(C(=O)C(F)(F)F)C3. Starting materials: CN(CCNC(=O)C1=CC=CN2C1=NC1=CC=C(C=C1C2=O)I)C (N-[2-(dimethylamino)ethyl]-2-iodo-11-oxo-11H-pyrido[2,1-b]quinazoline-6-carboxamide), N1=CC(=CC=C1)B(O)O (3-pyridinyl-boronic acid), tetrakis(tri-phenylphosphine)palladium(0), C([O-])([O-])=O.[Na+].[Na+] (sodium carbonate). The solvent is O (water). Product: CN(CCNC(=O)C1=CC=CN2C1=NC=1C=CC(CC1C2=O)C=2C=NC=CC2)C (N-[2-(Dimethylamino)ethyl]-11-oxo-2-(3-pyridinyl)-1H-Pyrido[2,1-b]quinazoline-6-carboxamide). The yield is 73.9%. As a reaction SMILES: [CH3:1][N:2]([CH3:24])[CH2:3][CH2:4][NH:5][C:6]([C:8]1[C:13]2=[N:14][C:15]3[C:20]([C:21](=[O:22])[N:12]2[CH:11]=[CH:10][CH:9]=1)=[CH:19][C:18](I)=[CH:17][CH:16]=3)=[O:7].[N:25]1[CH:30]=[CH:29][CH:28]=[C:27](B(O)O)[CH:26]=1.C(=O)([O-])[O-].[Na+].[Na+]>O>[CH3:1][N:2]([CH3:24])[CH2:3][CH2:4][NH:5][C:6]([C:8]1[C:13]2=[N:14][C:15]3[CH:16]=[CH:17][CH:18]([C:27]4[CH:26]=[N:25][CH:30]=[CH:29][CH:28]=4)[CH2:19][C:20]=3[C:21](=[O:22])[N:12]2[CH:11]=[CH:10][CH:9]=1)=[O:7] |f:2.3.4|. Procedure details: A mixture of N-[2-(dimethylamino)ethyl]-2-iodo-11-oxo-11H-pyrido[2,1-b]quinazoline-6-carboxamide (100 mg), 3-pyridinyl-boronic acid (225.41 mg), tetrakis(tri-phenylphosphine)palladium(0) (66.22 mg) and sodium carbonate (0.57 ml of 2 M (1.15 mmol)) was heated in an oil bath at 120° C.-125° C. for 45 minutes. The reaction mixture was cooled to room temperature, diluted with water (30 ml), and extracted with CH2Cl2 (3×30 ml). Combined organic phases were washed with brine (50 ml), dried with MgSO4,... Yields the product CN1C(=NC=C1C1=NN=C2N1N=C(C=C2)N(C)C)[N+](=O)[O-] (3-(1-Methyl-2-nitro-5-imidazolyl)-6-dimethylamino-s-triazolo[4,3-b]pyridazine). Reaction SMILES: [CH3:1][N:2]1[C:6]([C:7]2[N:11]3[N:12]=[C:13](Cl)[CH:14]=[CH:15][C:10]3=[N:9][N:8]=2)=[CH:5][N:4]=[C:3]1[N+:17]([O-:19])=[O:18].[CH3:20][NH:21][CH3:22]>CN(C)C=O>[CH3:1][N:2]1[C:6]([C:7]2[N:11]3[N:12]=[C:13]([N:21]([CH3:22])[CH3:20])[CH:14]=[CH:15][C:10]3=[N:9][N:8]=2)=[CH:5][N:4]=[C:3]1[N+:17]([O-:19])=[O:18]. Run in CN(C=O)C (dimethyl formamide). Starting materials: CN1C(=NC=C1C1=NN=C2N1N=C(C=C2)Cl)[N+](=O)[O-] (3-(1-methyl-2-nitro-5-imidazolyl)-6-chloro-s-triazolo[4,3-b]pyridazine), CNC (dimethylamine), resultant suspension. Procedure details: 0.5 g. 3-(1-methyl-2-nitro-5-imidazolyl)-6-chloro-s-triazolo[4,3-b]pyridazine were dissolved, with heating, in 10 ml. dimethyl formamide and gaseous dimethylamine passed in at 60° C. over the course of 15 minutes. The resultant suspension was then diluted with 6 ml. water, filtered with suction, first washed with aqueous dimethyl formamide, then with water and finally with methanol. There was thus obtained 0.4 g. (78% of theory) of the desired 3-(1-methyl-2-nitro-5-imidazolyl)-6-dimethylamino-s-... Reactants: C1CCOC1, C=C(OCC)c1cnc(Cl)cn1, O=C1CCC(=O)N1Br, O. Product: O=C(CBr)c1cnc(Cl)cn1. As a reaction SMILES: [CH2:21]1[O:22][CH2:23][CH2:24][CH2:25]1.[Cl:9][c:10]1[n:11][cH:12][c:13]([C:16](=[CH2:17])[O:18][CH2:19][CH3:20])[n:14][cH:15]1.[O:1]=[C:2]1[N:3]([Br:8])[C:4](=[O:5])[CH2:6][CH2:7]1.[OH2:26]>>[Br:8][CH2:18][C:16]([c:13]1[cH:12][n:11][c:10]([Cl:9])[cH:15][n:14]1)=[O:17]. Reactants: C(CCC)C1=NC2=C(N1CC1=CC=C(C=C1)C=1C(=CC=CC1)C(=O)OC(C)(C)C)C=C(C=C2)N(C(=O)NCCCC)C2CCCCC2 (tert.butyl 4'-[(2-n-butyl-6-(N-(n-butylaminocarbonyl)-cyclohexylamino)-benzimidazol-1-yl)-methyl]biphenyl-2-carboxylate), FC(C(=O)O)(F)F (trifluoroacetic acid). Yields the product C(CCC)C1=NC2=C(N1CC1=CC=C(C=C1)C=1C(=CC=CC1)C(=O)O)C=C(C=C2)N(C(=O)NCCCC)C2CCCCC2 (4'-[(2-n-Butyl-6-(N-(n-butylaminocarbonyl)cyclohexylamino)-benzimidazol-1-yl)-methyl]biphenyl-2-carboxylic acid). RXN SMILES: [CH2:1]([C:5]1[N:9]([CH2:10][C:11]2[CH:16]=[CH:15][C:14]([C:17]3[C:18]([C:23]([O:25]C(C)(C)C)=[O:24])=[CH:19][CH:20]=[CH:21][CH:22]=3)=[CH:13][CH:12]=2)[C:8]2[CH:30]=[C:31]([N:34]([CH:42]3[CH2:47][CH2:46][CH2:45][CH2:44][CH2:43]3)[C:35]([NH:37][CH2:38][CH2:39][CH2:40][CH3:41])=[O:36])[CH:32]=[CH:33][C:7]=2[N:6]=1)[CH2:2][CH2:3][CH3:4].FC(F)(F)C(O)=O>>[CH2:1]([C:5]1[N:9]([CH2:10][C:11]2[CH:16]=[CH:15][C:14]([C:17]3[C:18]([C:23]([OH:25])=[O:24])=[CH:19][CH:20]=[CH:21][CH:22]=3)=[CH:13][CH:12]=2)[C:8]2[CH:30]=[C:31]([N:34]([CH:42]3[CH2:43][CH2:44][CH2:45][CH2:46][CH2:47]3)[C:35]([NH:37][CH2:38][CH2:39][CH2:40][CH3:41])=[O:36])[CH:32]=[CH:33][C:7]=2[N:6]=1)[CH2:2][CH2:3][CH3:4]. Procedure details: Prepared in analogous manner to Example 9 from tert.butyl 4'-[(2-n-butyl-6-(N-(n-butylaminocarbonyl)-cyclohexylamino)-benzimidazol-1-yl)-methyl]biphenyl-2-carboxylate and trifluoroacetic acid. The reagents and catalysts are [Ti](Cl)(Cl)(Cl)Cl (titanium (IV) chloride). The yield is 196.7%. The product is CCCCCC.C(C)(=O)OCC (hexane ethyl acetate). Procedure: A solution of (R)-4-benzyl-3-(2-(3-fluoro-4-(trifluoromethyl)phenyl)acetyl)oxazolidin-2-one (1.6 g, 4.20 mmol) was dissolved in dichloromethane (40 mL), cooled to −78° C. and treated slowly with titanium (IV) chloride (4.4 mL, 4.40 mmol). This was followed by treatment with diisopropylethylamine (0.76 mL, 4.36 mmol). The mixture was stirred at −78° C. for 15 minutes, and tert-butyl 2-methoxypyrrolidine-1-carboxylate (1.0 g, 4.97 mmol) was added. After 15 minutes, the reaction was allowed to warm... Run at temperature -78 celsius, time 15 minute. Starting materials: C(C)(C)N(CC)C(C)C (diisopropylethylamine), C(C1=CC=CC=C1)[C@H]1N(C(OC1)=O)C(CC1=CC(=C(C=C1)C(F)(F)F)F)=O ((R)-4-benzyl-3-(2-(3-fluoro-4-(trifluoromethyl)phenyl)acetyl)oxazolidin-2-one), COC1N(CCC1)C(=O)OC(C)(C)C (tert-butyl 2-methoxypyrrolidine-1-carboxylate). RXN SMILES: [CH2:1]([C@@H:8]1[CH2:12]OC(=O)N1C(=O)CC1C=CC(C(F)(F)F)=C(F)C=1)[C:2]1C=CC=[CH:4][CH:3]=1.[CH:28](N(C(C)C)CC)(C)C.COC1CCCN1[C:44]([O:46][C:47]([CH3:50])(C)C)=[O:45]>ClCCl.[Ti](Cl)(Cl)(Cl)Cl>[CH3:12][CH2:8][CH2:1][CH2:2][CH2:3][CH3:4].[C:44]([O:46][CH2:47][CH3:50])(=[O:45])[CH3:28] |f:5.6|. Run in ClCCl (dichloromethane). The reactants are di-1-chlorobis(1,5-cyclooctadiene)diiridium(I) [Ir(cod)Cl]2, C([O-])([O-])=O.[Na+].[Na+] (sodium carbonate), C(CCCCCCC)O (1-octanol), C(C)(=O)OC=C (vinyl acetate), C(=C)OCCCCCCCC (1-octyl vinyl ether), C(C)(=O)OCCCCCCCC (octyl acetate). Solvent: C1(=CC=CC=C1)C (toluene). Run at temperature 100 celsius, time 2 hour. The product is C(C)(=O)OC(C)OCCCCCCCC (1-(1-octyloxy)ethyl acetate). Reaction SMILES: C(=O)([O-])[O-].[Na+].[Na+].[CH2:7]([OH:15])[CH2:8][CH2:9][CH2:10][CH2:11][CH2:12][CH2:13][CH3:14].[C:16]([O:19][CH:20]=[CH2:21])(=[O:18])[CH3:17].C(OCCCCCCCC)=C.C(OCCCCCCCC)(=O)C>C1(C)C=CC=CC=1>[C:16]([O:19][CH:20]([O:15][CH2:7][CH2:8][CH2:9][CH2:10][CH2:11][CH2:12][CH2:13][CH3:14])[CH3:21])(=[O:18])[CH3:17] |f:0.1.2|. Procedure: To a mixture of di-1-chlorobis(1,5-cyclooctadiene)diiridium(I) [Ir(cod)Cl]2 (0.01 mmol) and sodium carbonate (0.1 mmol) in toluene (1.0 ml), 1-octanol (130 mg, 1 mmol) and vinyl acetate (5 mmol) were added, followed by stirring at 100° C. in an atmosphere of argon gas for 2 hours. The reaction mixture was analyzed by gas chromatography to find that 1-octyl vinyl ether, octyl acetate, and 1-(1-octyloxy)ethyl acetate were produced in yields of 58%, 3%, and 21%, respectively, with a conversion from...